From a dataset of the Open Reaction Database (ORD), a public repository of structured organic reaction records. describe an organic reaction: reactants, conditions, products, and yield Reactants: CC(=O)c1ccc(OCc2nc(Cc3cccc(C(=O)O)c3)no2)c(C)c1O, CC(=O)c1ccc(OCc2nc(Cc3ccc(I)cc3)no2)c(Cl)c1O. Product: CC(=O)c1ccc(OCc2nc(Cc3ccc(C(=O)O)cc3)no2)c(Cl)c1O. RXN SMILES: [C:1]([c:2]1[cH:3][cH:4][c:5]([O:6][CH2:7][c:8]2[o:9][n:10][c:11]([CH2:12][c:13]3[cH:14][c:15]([C:19](=[O:20])[OH:21])[cH:16][cH:17][cH:18]3)[n:22]2)[c:23]([CH3:24])[c:25]1[OH:26])(=[O:27])[CH3:28].[Cl:29][c:30]1[c:31]([OH:54])[c:32]([C:51]([CH3:52])=[O:53])[cH:33][cH:34][c:35]1[O:36][CH2:37][c:38]1[n:39][c:40]([CH2:43][c:44]2[cH:45][cH:46][c:47]([I:50])[cH:48][cH:49]2)[n:41][o:42]1>>[C:19](=[O:20])([OH:21])[c:47]1[cH:46][cH:45][c:44]([CH2:43][c:40]2[n:39][c:38]([CH2:37][O:36][c:35]3[c:30]([Cl:29])[c:31]([OH:54])[c:32]([C:51]([CH3:52])=[O:53])[cH:33][cH:34]3)[o:42][n:41]2)[cH:49][cH:48]1.